This data is from the Open Reaction Database (ORD), a public repository of structured organic reaction records. The task is: describe an organic reaction: reactants, conditions, products, and yield Starting materials: CC=1C=C(C=C(C1)C)SC1=CN=C(N1)C (5-(3,5-dimethylphenylthio)-2-methyl-1H-imidazole), C=O (formaline). The solvent is CO.C(Cl)Cl (methanol methylene chloride). Yields the product CC=1C=C(C=C(C1)C)SC1=C(N=C(N1)C)CO ([5-(3,5-dimethylphenylthio)-2-methyl-1H-imidazol-4-yl]methanol). Yield: 21.0%. As a reaction SMILES: [CH3:1][C:2]1[CH:3]=[C:4]([S:9][C:10]2[NH:14][C:13]([CH3:15])=[N:12][CH:11]=2)[CH:5]=[C:6]([CH3:8])[CH:7]=1.[CH2:16]=[O:17]>CO.C(Cl)Cl>[CH3:8][C:6]1[CH:5]=[C:4]([S:9][C:10]2[NH:14][C:13]([CH3:15])=[N:12][C:11]=2[CH2:16][OH:17])[CH:3]=[C:2]([CH3:1])[CH:7]=1 |f:2.3|. Reported procedure: Heated was a solution of 7.0 g (3.2 mmol) of 5-(3,5-dimethylphenylthio)-2-methyl-1H-imidazole (5b) in 37% aqueous formaline (20 ml) at 120° C. for 15 hours in a sealed tube. The reaction mixture was dissolved in methanol/methylene chloride, and the aqueous layer was separated off. The organic layer was dried over sodium sulfate, and the solvent was distilled off under reduced pressure. The residue was purified by silica gel chromatography (methanol:ethyl acetate=2:98), and the crude product was ... The reactants are FC(C1=C(C(=NN1C)O)Cl)(F)F (5-trifluoromethyl-4- chloro-3-hydroxy-1-methylpyrazole), FC1=CC(=C(C=C1)[N+](=O)[O-])OC (4-fluoro-2-methoxynitrobenzene), C([O-])([O-])=O.[K+].[K+] (potassium carbonate). Solvent: CS(=O)C (DMSO). Yields the product FC(C1=C(C(=NN1C)OC1=CC(=C(C=C1)[N+](=O)[O-])OC)Cl)(F)F (5-Trifluoromethyl-4-chloro-3-(3'-methoxy-4'-nitrophenoxy)-1-methylpyrazole). Yield: 93.1%. Reaction SMILES: [F:1][C:2]([F:12])([F:11])[C:3]1[N:7]([CH3:8])[N:6]=[C:5]([OH:9])[C:4]=1[Cl:10].F[C:14]1[CH:19]=[CH:18][C:17]([N+:20]([O-:22])=[O:21])=[C:16]([O:23][CH3:24])[CH:15]=1.C(=O)([O-])[O-].[K+].[K+]>CS(C)=O>[F:12][C:2]([F:1])([F:11])[C:3]1[N:7]([CH3:8])[N:6]=[C:5]([O:9][C:14]2[CH:19]=[CH:18][C:17]([N+:20]([O-:22])=[O:21])=[C:16]([O:23][CH3:24])[CH:15]=2)[C:4]=1[Cl:10] |f:2.3.4|. Procedure details: 8.02 g (0.04 mol) of 5-trifluoromethyl-4- chloro-3-hydroxy-1-methylpyrazole and 6.85 g (0.04 mol) of 4-fluoro-2-methoxynitrobenzene were mixed together with 6.22 g (0.045 mol) of potassium carbonate in 50 ml of DMSO for 4 hours at a temperature of 72° C. and overnight at a temperature of 85° C. The product was isolated in accordance with Example 2(c) to give 13.1 g (93% yield) of a yellow solid, m.p. 71°-73.5° C.